From a dataset of the Open Reaction Database (ORD), a public repository of structured organic reaction records. describe an organic reaction: reactants, conditions, products, and yield The reactants are C(C1=CC=CC=C1)(=O)S[C@H]1[C@@H](O[C@@H]([C@H]1O)CO)N1C(=O)NC(=O)C=C1 (2'-Deoxy-2'-(benzoylthio)uridine), [Si](C)(C)(C(C)(C)C)Cl (tert-butyldimethylsilyl chloride), N1C=NC=C1 (imidazole). Solvent: N1=CC=CC=C1 (pyridine), N1=CC=CC=C1 (pyridine). Product: [Si](C)(C)(C(C)(C)C)OC[C@@H]1[C@H]([C@H]([C@@H](O1)N1C(=O)NC(=O)C=C1)SC(C1=CC=CC=C1)=O)O (5'-O-(tert-butyldimethylsilyl)-2'-deoxy-2'-(benzoylthio) uridine). Reaction SMILES: [C:1]([S:9][C@@H:10]1[C@H:14]([OH:15])[C@@H:13]([CH2:16][OH:17])[O:12][C@H:11]1[N:18]1[CH:25]=[CH:24][C:22](=[O:23])[NH:21][C:19]1=[O:20])(=[O:8])[C:2]1[CH:7]=[CH:6][CH:5]=[CH:4][CH:3]=1.N1C=CN=C1.[Si:31](Cl)([C:34]([CH3:37])([CH3:36])[CH3:35])([CH3:33])[CH3:32]>N1C=CC=CC=1>[Si:31]([O:17][CH2:16][C@H:13]1[O:12][C@@H:11]([N:18]2[CH:25]=[CH:24][C:22](=[O:23])[NH:21][C:19]2=[O:20])[C@H:10]([S:9][C:1](=[O:8])[C:2]2[CH:3]=[CH:4][CH:5]=[CH:6][CH:7]=2)[C@@H:14]1[OH:15])([C:34]([CH3:37])([CH3:36])[CH3:35])([CH3:33])[CH3:32]. Procedure details: 2'-Deoxy-2'-(benzoylthio)uridine (2.75 mmole) was dried by co-evaporation with dry pyridine (2×20 ml) and dissolved in dry pyridine (50 ml) containing imidazole (5 mmole); tert-butyldimethylsilyl chloride (5 mmole) was added with stirring. The reaction mixture was stirred at room temperature for 16 hr. Solvent was removed under vacuo and the residue was dissolved in CH2Cl2 (100 ml), washed with 5% sodium bicarbonate solution (2×50 ml) and dried over anhydrous sodium sulfate. Removal of solvent g...